Dataset: the Open Reaction Database (ORD), a public repository of structured organic reaction records. Task: describe an organic reaction: reactants, conditions, products, and yield The reactants are CC(CO[Si](C)(C)C(C)(C)C)CN1C(=O)COc2ccccc21, CCCC[N+](CCCC)(CCCC)CCCC, C1CCOC1, [F-]. The product is CC(CO)CN1C(=O)COc2ccccc21. RXN SMILES: [C:1]([Si:2]([CH3:3])([CH3:4])[O:6][CH2:7][CH:8]([CH2:9][N:10]1[C:11](=[O:20])[CH2:12][O:13][c:14]2[c:15]1[cH:16][cH:17][cH:18][cH:19]2)[CH3:21])([CH3:5])([CH3:22])[CH3:23].[CH2:25]([N+:26]([CH2:27][CH2:28][CH2:29][CH3:30])([CH2:31][CH2:32][CH2:33][CH3:34])[CH2:35][CH2:36][CH2:37][CH3:38])[CH2:39][CH2:40][CH3:41].[CH2:42]1[O:43][CH2:44][CH2:45][CH2:46]1.[F-:24]>>[OH:6][CH2:7][CH:8]([CH2:9][N:10]1[C:11](=[O:20])[CH2:12][O:13][c:14]2[c:15]1[cH:16][cH:17][cH:18][cH:19]2)[CH3:21]. Reactants: C(C)(C)(C)OC1=CC=C(CC2NC(OC2C2=CC(=CC=C2)Cl)=O)C=C1 ((4RS,5SR)-4-(4-tert-butoxybenzyl)-5-(3-chlorophenyl)-1,3-oxazolidin-2-one), [OH-].[Na+] (sodium hydroxide), O (water). The solvent is C(C)O (ethanol). Reaction conditions: temperature 80 celsius, time 6 hour. Yields the product NC(C(O)C1=CC(=CC=C1)Cl)CC1=CC=C(C=C1)OC(C)(C)C ((1RS,2SR)-2-amino-3-(4-tert-butoxyphenyl)-1-(3-chlorophenyl)propan-1-ol). Reaction SMILES: [C:1]([O:5][C:6]1[CH:25]=[CH:24][C:9]([CH2:10][CH:11]2[CH:15]([C:16]3[CH:21]=[CH:20][CH:19]=[C:18]([Cl:22])[CH:17]=3)[O:14]C(=O)[NH:12]2)=[CH:8][CH:7]=1)([CH3:4])([CH3:3])[CH3:2].[OH-].[Na+].O>C(O)C>[NH2:12][CH:11]([CH2:10][C:9]1[CH:8]=[CH:7][C:6]([O:5][C:1]([CH3:4])([CH3:3])[CH3:2])=[CH:25][CH:24]=1)[CH:15]([C:16]1[CH:21]=[CH:20][CH:19]=[C:18]([Cl:22])[CH:17]=1)[OH:14] |f:1.2|. Procedure: To a solution of (4RS,5SR)-4-(4-tert-butoxybenzyl)-5-(3-chlorophenyl)-1,3-oxazolidin-2-one (3.80 g, 10.6 mmol) in ethanol (20 ml) was added 8N aqueous sodium hydroxide solution (3.96 ml, 31.7 mmol), and the mixture was stirred at 80° C. for 6 hrs. To the reaction solution was added water (20 ml) and the mixture was extracted with ethyl acetate (50 ml×2). The extract was washed with water and saturated brine, dried (anhydrous magnesium sulfate) and evaporated under reduced pressure. The residue w...